Task: describe an organic reaction: reactants, conditions, products, and yield. Dataset: the Open Reaction Database (ORD), a public repository of structured organic reaction records The reactants are [N+](=O)([O-])C1=CC=C(COC(C(O)OCC)=O)C=C1 (2-ethoxy-2-hydroxyacetic acid p-nitrobenzyl ester), A4, C(C)(=O)S[C@@H]1[C@H](C(N1)=O)OC ((3S,4R)-4-acetylthio-3-methoxy-2-oxoazetidine). The solvent is C1(=CC=CC=C1)C (toluene), CN(C=O)C (dimethylformamide). Conditions: time 8 hour. Yields the product [N+](=O)([O-])C1=CC=C(COC(C(O)N2C([C@@H]([C@H]2SC(C)=O)OC)=O)=O)C=C1 (2-[(3S,4R)-4-acetylthio-3-methoxy-2-oxoazetidin-1-yl]-2-hydroxyacetic acid p-nitrobenzyl ester). RXN SMILES: [N+:1]([C:4]1[CH:18]=[CH:17][C:7]([CH2:8][O:9][C:10](=[O:16])[CH:11]([O:13]CC)O)=[CH:6][CH:5]=1)([O-:3])=[O:2].[C:19]([S:22][C@H:23]1[NH:26][C:25](=[O:27])[C@@H:24]1[O:28][CH3:29])(=[O:21])[CH3:20]>C1(C)C=CC=CC=1.CN(C)C=O>[N+:1]([C:4]1[CH:5]=[CH:6][C:7]([CH2:8][O:9][C:10](=[O:16])[CH:11]([N:26]2[C@H:23]([S:22][C:19](=[O:21])[CH3:20])[C@@H:24]([O:28][CH3:29])[C:25]2=[O:27])[OH:13])=[CH:17][CH:18]=1)([O-:3])=[O:2]. Reported procedure: 714 mg of 2-ethoxy-2-hydroxyacetic acid p-nitrobenzyl ester and 4 g of molecular sieve A4 are added to a solution of 245 mg of (3S,4R)-4-acetylthio-3-methoxy-2-oxoazetidine in a mixture of 8 ml of toluene and 2 ml of dimethylformamide and the mixture is stirred overnight at room temperature. The molecular sieves are filtered off from the mixture and the filtrate is concentrated by evaporation in vacuo. The residue is chromatographed over silica gel, and by elution with toluene/ethyl acetate (9:1... Starting materials: O=C([O-])[O-], Cc1nc2ccccc2[nH]1, Cn1c(CCN2CCC(C(C)(C)O)CC2)nc2c(N3CCOCC3)nc(Cl)nc21, [Cs+], [Cs+], C1COCCO1, O=C(C=Cc1ccccc1)C=Cc1ccccc1, O=C(C=Cc1ccccc1)C=Cc1ccccc1, O=C(C=Cc1ccccc1)C=Cc1ccccc1, [Pd], [Pd]. The product is Cc1nc2ccccc2n1-c1nc(N2CCOCC2)c2nc(CCN3CCC(C(C)(C)O)CC3)n(C)c2n1. RXN SMILES: [C:40](=[O:41])([O-:42])[O-:43].[CH3:30][c:31]1[nH:32][c:33]2[c:34]([n:35]1)[cH:36][cH:37][cH:38][cH:39]2.[Cl:1][c:2]1[n:3][c:4]([N:24]2[CH2:25][CH2:26][O:27][CH2:28][CH2:29]2)[c:5]2[n:6][c:7]([CH2:12][CH2:13][N:14]3[CH2:15][CH2:16][CH:17]([C:20]([CH3:21])([CH3:22])[OH:23])[CH2:18][CH2:19]3)[n:8]([CH3:11])[c:9]2[n:10]1.[Cs+:44].[Cs+:45].[O:46]1[CH2:47][CH2:48][O:49][CH2:50][CH2:51]1.[O:54]=[C:55]([CH:56]=[CH:57][c:58]1[cH:59][cH:60][cH:61][cH:62][cH:63]1)[CH:64]=[CH:65][c:66]1[cH:67][cH:68][cH:69][cH:70][cH:71]1.[O:72]=[C:73]([CH:74]=[CH:75][c:76]1[cH:77][cH:78][cH:79][cH:80][cH:81]1)[CH:82]=[CH:83][c:84]1[cH:85][cH:86][cH:87][cH:88][cH:89]1.[O:90]=[C:91]([CH:92]=[CH:93][c:94]1[cH:95][cH:96][cH:97][cH:98][cH:99]1)[CH:100]=[CH:101][c:102]1[cH:103][cH:104][cH:105][cH:106][cH:107]1.[Pd:52].[Pd:53]>>[c:2]1(-[n:32]2[c:31]([CH3:30])[n:35][c:34]3[c:33]2[cH:39][cH:38][cH:37][cH:36]3)[n:3][c:4]([N:24]2[CH2:25][CH2:26][O:27][CH2:28][CH2:29]2)[c:5]2[n:6][c:7]([CH2:12][CH2:13][N:14]3[CH2:15][CH2:16][CH:17]([C:20]([CH3:21])([CH3:22])[OH:23])[CH2:18][CH2:19]3)[n:8]([CH3:11])[c:9]2[n:10]1. Starting materials: N1(CC=CC1)CC1NCC(C2=CC=CC=C12)(C)C (1-(3-pyrrolin-1-yl)methyl-4,4-dimethyl-1,2,3,4-tetrahydroisoquinoline), Cl.C(C)OCC (HCl diethyl ether), C([O-])([O-])=O.[K+].[K+] (potassium carbonate), ClC=1C=C(C=CC1Cl)CC(=O)Cl (3,4-dichlorophenylacetyl chloride). Run in C(Cl)(Cl)Cl (chloroform), C(C)(=O)OCC (ethyl acetate). Yields the product Cl.N1(CC=CC1)CC1(NCC(C2=CC=CC=C12)(C)C)C(CC1=CC(=C(C=C1)Cl)Cl)=O (1-(3-pyrrolin-1-yl)methyl-2-(3,4-dichlorophenyl)acetyl-4,4-dimethyl-1,2,3,4-tetrahydroisoquinoline hydrochloride). The yield is 59.4%. As a reaction SMILES: [N:1]1([CH2:6][CH:7]2[C:16]3[C:11](=[CH:12][CH:13]=[CH:14][CH:15]=3)[C:10]([CH3:18])([CH3:17])[CH2:9][NH:8]2)[CH2:5][CH:4]=[CH:3][CH2:2]1.C(=O)([O-])[O-].[K+].[K+].[Cl:25][C:26]1[CH:27]=[C:28]([CH2:33][C:34](Cl)=[O:35])[CH:29]=[CH:30][C:31]=1[Cl:32].Cl.C(OCC)C>C(Cl)(Cl)Cl.C(OCC)(=O)C>[ClH:25].[N:1]1([CH2:6][C:7]2([C:34](=[O:35])[CH2:33][C:28]3[CH:29]=[CH:30][C:31]([Cl:32])=[C:26]([Cl:25])[CH:27]=3)[C:16]3[C:11](=[CH:12][CH:13]=[CH:14][CH:15]=3)[C:10]([CH3:18])([CH3:17])[CH2:9][NH:8]2)[CH2:5][CH:4]=[CH:3][CH2:2]1 |f:1.2.3,5.6,9.10|. Procedure details: Prepared as Example No. 1 from 1.4 g (5.78 mmoles) of 1-(3-pyrrolin-1-yl)methyl-4,4-dimethyl-1,2,3,4-tetrahydroisoquinoline, 1.6 g (11.59 moles) of anhydrous potassium carbonate and 1.5 g (6.71 moles) of 3,4-dichlorophenylacetyl chloride in 50 ml of dry chloroform. The work-up of the reaction mixture afforded 1.9 g of the crude product which was dissolved in 60 ml of ethyl acetate and the solution brought to acidic pH with HCl/diethyl ether. The precipitate was filtered, washed and dried, to yie...